This data is from the Open Reaction Database (ORD), a public repository of structured organic reaction records. The task is: describe an organic reaction: reactants, conditions, products, and yield Reactants: CS(=O)(=O)Cl (methanesulfonyl chloride), BrC=1C=C(N)C=CC1C (3-bromo-4-methylaniline), CCOC(=O)C (EtOAc). Run in N1=CC=CC=C1 (pyridine). Reaction conditions: time 1 hour. Product: BrC=1C=C(C=CC1C)NS(=O)(=O)C (N-(3-bromo-4-methylphenyl)methanesulfonamide). Isolated yield 100.1%. As a reaction SMILES: [Br:1][C:2]1[CH:3]=[C:4]([CH:6]=[CH:7][C:8]=1[CH3:9])[NH2:5].[CH3:10][S:11](Cl)(=[O:13])=[O:12].CCOC(C)=O>N1C=CC=CC=1>[Br:1][C:2]1[CH:3]=[C:4]([NH:5][S:11]([CH3:10])(=[O:13])=[O:12])[CH:6]=[CH:7][C:8]=1[CH3:9]. Procedure details: A cooled (0° C.) solution of 3-bromo-4-methylaniline (ABCR; 1.00 g; 5.37 mmol) in pyridine (20 ml) was treated with methanesulfonyl chloride (500 μl; 6.45 mmol). The reaction mixture was allowed to warm to RT and stirred for 1 hour, then EtOAc was added and the organic layer was washed with a 1N aqueous solution of HCl. The organic layer was dried over MgSO4, filtered and concentrated to dryness to give the title compound as a brown solid (1.42 g, quantitative). Reactants: BrCCCCCC(=O)OCC (ethyl 6-bromohexanoate), CC(=O)NC1=C(C(=C(C(=C1I)NC(=O)C)I)C(=O)[O-])I.[Na+] (Sodium diatrizoate), ice water. The solvent is CN(C=O)C (dimethylformamide). Conditions: time 12 hour. Product: C(C)(=O)NC=1C(=C(C(=O)OCCCCCC(=O)OCC)C(=C(C1I)NC(C)=O)I)I (6-Ethoxy-6-oxohexyl 3,5-bis (acetylamino)-2,4,6-triiodobenzoate). Isolated yield 83.6%. As a reaction SMILES: [CH3:1][C:2]([NH:4][C:5]1[C:10]([I:11])=[C:9]([NH:12][C:13]([CH3:15])=[O:14])[C:8]([I:16])=[C:7]([C:17]([O-:19])=[O:18])[C:6]=1[I:20])=[O:3].[Na+].Br[CH2:23][CH2:24][CH2:25][CH2:26][CH2:27][C:28]([O:30][CH2:31][CH3:32])=[O:29]>CN(C)C=O>[C:13]([NH:12][C:9]1[C:8]([I:16])=[C:7]([C:6]([I:20])=[C:5]([NH:4][C:2](=[O:3])[CH3:1])[C:10]=1[I:11])[C:17]([O:19][CH2:23][CH2:24][CH2:25][CH2:26][CH2:27][C:28]([O:30][CH2:31][CH3:32])=[O:29])=[O:18])(=[O:14])[CH3:15] |f:0.1|. Procedure: Sodium diatrizoate (16.1 g, 25.3 mmol) was dissolved in 180 ml of dry dimethylformamide and to this solution was added, in one portion, ethyl 6-bromohexanoate (4.5 ml, 25.3 mmol). The reaction mixture was stirred for 12 hr at ambient temperature and then poured into 1.6 1 of ice-water with stirring. The resulting white precipitate was collected by filtration, dissolved in 1:1 ethanol-ethyl acetate and the solution was treated sequentially with magnesium sulfate, decolorizing charcoal and then fi... Starting materials: C(C1=CC=CC=C1)Cl (benzyl chloride), CC1(C(NC(N1)=O)=O)C (5,5-Dimethyl hydantoin), [H-].[Na+] (sodium hydride), [H][H] (hydrogen). Solvent: CN(C=O)C (dimethylformamide). Conditions: temperature 50 celsius. The product is C(C1=CC=CC=C1)N1C(NC(C1=O)(C)C)=O (3-Benzyl-5,5-dimethyl-2,4-imidazolidine-dione). Reaction SMILES: [CH3:1][C:2]1([CH3:9])[NH:6][C:5](=[O:7])[NH:4][C:3]1=[O:8].[H-].[Na+].[H][H].[CH2:14](Cl)[C:15]1[CH:20]=[CH:19][CH:18]=[CH:17][CH:16]=1>CN(C)C=O>[CH2:14]([N:4]1[C:3](=[O:8])[C:2]([CH3:9])([CH3:1])[NH:6][C:5]1=[O:7])[C:15]1[CH:20]=[CH:19][CH:18]=[CH:17][CH:16]=1 |f:1.2|. Procedure: 5,5-Dimethyl hydantoin (5.15 g, 0.039 mole) was added to a suspension of sodium hydride (1.87 g, 50% oil dispersion) in dry dimethylformamide (50 ml) and the mixture stirred and heated at 50° C. until evolution of hydrogen ceased. The solution was cooled and benzyl chloride (4.94 ml, 1.1 equivalents) was added and the mixture heated at 50° C. for 11/2 hours. The dimethylformamide was removed under reduced pressure and the residue partitioned between ether and brine. The ethereal extracts were co... Reactants: COC1CNC1 (3-Methoxy-azetidine), C(C)(C)N1CCC(CC1)NC(=O)C=1N(C=2C=CC=C(C2C1)C(=O)O)CC1=CC(=CC=C1)OC (2-(1-Isopropyl-piperidin-4-ylcarbamoyl)-1-(3-methoxy-benzyl)-1H-indole-4-carboxylic acid), ClC1=CC=C(S1)C1=CC(=NO1)CN1C(=CC2=CC(=CC=C12)C(=O)O)C(NC1CCN(CC1)C(C)C)=O (1-[5-(5-Chloro-thiophen-2-yl)-isoxazol-3-ylmethyl]-2-(1-isopropyl-piperidin-4-ylcarbamoyl)-1H-indole-5-carboxylic acid). Yields the product C(C)(C)N1CCC(CC1)NC(=O)C=1N(C2=CC=CC(=C2C1)C(=O)N1CC(C1)OC)CC1=CC(=CC=C1)OC (4-(3-Methoxy-azetidine-1-carbonyl)-1-(3-methoxy-benzyl)-1H-indole-2-carboxylic acid (1-isopropyl-piperidin-4-yl)-amide). RXN SMILES: [CH3:1][O:2][CH:3]1[CH2:6][NH:5][CH2:4]1.[CH:7]([N:10]1[CH2:15][CH2:14][CH:13]([NH:16][C:17]([C:19]2[N:20]([CH2:31][C:32]3[CH:37]=[CH:36][CH:35]=[C:34]([O:38][CH3:39])[CH:33]=3)[C:21]3[CH:22]=[CH:23][CH:24]=[C:25]([C:28](O)=[O:29])[C:26]=3[CH:27]=2)=[O:18])[CH2:12][CH2:11]1)([CH3:9])[CH3:8].ClC1SC(C2ON=C(CN3C4C(=CC(C(O)=O)=CC=4)C=C3C(=O)NC3CCN(C(C)C)CC3)C=2)=CC=1>>[CH:7]([N:10]1[CH2:15][CH2:14][CH:13]([NH:16][C:17]([C:19]2[N:20]([CH2:31][C:32]3[CH:37]=[CH:36][CH:35]=[C:34]([O:38][CH3:39])[CH:33]=3)[C:21]3[C:26]([CH:27]=2)=[C:25]([C:28]([N:5]2[CH2:6][CH:3]([O:2][CH3:1])[CH2:4]2)=[O:29])[CH:24]=[CH:23][CH:22]=3)=[O:18])[CH2:12][CH2:11]1)([CH3:9])[CH3:8]. Procedure details: The title compound was prepared analogously to example 1 with the difference that 3-Methoxy-azetidine and 2-(1-Isopropyl-piperidin-4-ylcarbamoyl)-1-(3-methoxy-benzyl)-1H-indole-4-carboxylic acid was used instead of Azetidin-3-ol and 1-[5-(5-Chloro-thiophen-2-yl)-isoxazol-3-ylmethyl]-2-(1-isopropyl-piperidin-4-ylcarbamoyl)-1H-indole-5-carboxylic acid. MS (ES+): m/e=519. Starting materials: [H-].[Na+] (sodium hydride), O (water), C(C1=CC=CC=C1)OC1=NC=CN=C1CNC1=CC=C(C(=O)OCC)C=C1 (Ethyl 4-(2-benzyloxypyrazin-3-ylmethylamino)benzoate), C(C)I (ethyl iodide). Solvent: CN(C)C=O (DMF), C(C)(=O)O (acetic acid), CN(C)C=O (DMF). Reaction conditions: time 36 hour. Yields the product C(C1=CC=CC=C1)OC1=NC=CN=C1C(CC)NC1=CC=C(C(=O)OCC)C=C1 (ethyl 4-(1-(2-benzyloxypyrazin-3-yl)prop-1-ylamino)benzoate). RXN SMILES: [CH2:1]([O:8][C:9]1[C:14]([CH2:15][NH:16][C:17]2[CH:27]=[CH:26][C:20]([C:21]([O:23][CH2:24][CH3:25])=[O:22])=[CH:19][CH:18]=2)=[N:13][CH:12]=[CH:11][N:10]=1)[C:2]1[CH:7]=[CH:6][CH:5]=[CH:4][CH:3]=1.[H-].[Na+].[CH2:30](I)[CH3:31].O>CN(C=O)C.C(O)(=O)C>[CH2:1]([O:8][C:9]1[C:14]([CH:15]([NH:16][C:17]2[CH:18]=[CH:19][C:20]([C:21]([O:23][CH2:24][CH3:25])=[O:22])=[CH:26][CH:27]=2)[CH2:30][CH3:31])=[N:13][CH:12]=[CH:11][N:10]=1)[C:2]1[CH:3]=[CH:4][CH:5]=[CH:6][CH:7]=1 |f:1.2|. Procedure: Ethyl 4-(2-benzyloxypyrazin-3-ylmethylamino)benzoate (455 mg) was dissolved in dry DMF (4 mL) and added to a suspension of sodium hydride (51 mg of a 60% dispersion in mineral oil) in DMF (4 mL) precooled to 0° C. under argon dropwise over fifteen minutes. After stirring for thirty minutes at 0° C. ethyl iodide (0.12 mL) was added and the mixture stirred for 36 hours. The solution was poured into water (50 mL) and the mixture made acidic with glacial acetic acid. The organic phase was then extra... Reactants: O=C([O-])[O-], CC(C)(C)OC(=O)N1C2C=C(OS(=O)(=O)C(F)(F)F)CC1CC2, CC(C)n1ncnc1-c1cn2c(n1)-c1ccc(B3OCC(C)(C)CO3)cc1OCC2, COCCOC, [Cs+], [Cs+], O. The product is CC(C)n1ncnc1-c1cn2c(n1)-c1ccc(C3=CC4CCC(C3)N4C(=O)OC(C)(C)C)cc1OCC2. RXN SMILES: [C:31](=[O:32])([O-:33])[O-:34].[C:37]([CH3:38])([CH3:39])([CH3:40])[O:41][C:42](=[O:43])[N:44]1[CH:45]2[CH:46]=[C:47]([O:52][S:53]([C:54]([F:55])([F:56])[F:57])(=[O:58])=[O:59])[CH2:48][CH:49]1[CH2:50][CH2:51]2.[CH3:1][C:2]1([CH3:3])[CH2:4][O:5][B:6]([c:8]2[cH:9][c:10]3[c:11]([cH:28][cH:29]2)-[c:12]2[n:13][c:14](-[c:20]4[n:21]([CH:25]([CH3:26])[CH3:27])[n:22][cH:23][n:24]4)[cH:15][n:16]2[CH2:17][CH2:18][O:19]3)[O:7][CH2:30]1.[CH3:61][O:62][CH2:63][CH2:64][O:65][CH3:66].[Cs+:35].[Cs+:36].[OH2:60]>>[c:8]1([C:47]2=[CH:46][CH:45]3[N:44]([C:42]([O:41][C:37]([CH3:38])([CH3:39])[CH3:40])=[O:43])[CH:49]([CH2:48]2)[CH2:50][CH2:51]3)[cH:9][c:10]2[c:11]([cH:28][cH:29]1)-[c:12]1[n:13][c:14](-[c:20]3[n:21]([CH:25]([CH3:26])[CH3:27])[n:22][cH:23][n:24]3)[cH:15][n:16]1[CH2:17][CH2:18][O:19]2.